From a dataset of the Open Reaction Database (ORD), a public repository of structured organic reaction records. describe an organic reaction: reactants, conditions, products, and yield The reactants are ClC(Cl)(Cl)Cl, CCCCCCCCCCCCCCCCOC1C=CC(=O)C(C(C)C)O1, Cl, c1ccncc1. Yields the product CCCCCCCCCCCCCCCCOC1C=C(Cl)C(=O)C(C(C)C)O1. As a reaction SMILES: [C:35]([Cl:36])([Cl:37])([Cl:38])[Cl:39].[CH2:1]([CH2:2][CH2:3][CH2:4][CH2:5][CH2:6][CH2:7][CH2:8][CH2:9][CH2:10][CH2:11][CH2:12][CH2:13][CH2:14][CH2:15][CH3:16])[O:17][CH:18]1[CH:19]=[CH:20][C:21](=[O:27])[CH:22]([CH:24]([CH3:25])[CH3:26])[O:23]1.[Cl:28].[cH:29]1[cH:30][cH:31][n:32][cH:33][cH:34]1>>[CH2:1]([CH2:2][CH2:3][CH2:4][CH2:5][CH2:6][CH2:7][CH2:8][CH2:9][CH2:10][CH2:11][CH2:12][CH2:13][CH2:14][CH2:15][CH3:16])[O:17][CH:18]1[CH:19]=[C:20]([Cl:36])[C:21](=[O:27])[CH:22]([CH:24]([CH3:25])[CH3:26])[O:23]1.